From a dataset of the Open Reaction Database (ORD), a public repository of structured organic reaction records. describe an organic reaction: reactants, conditions, products, and yield Reactants: Oc1ccc(Br)cc1, O=C([O-])[O-], CC(C)=O, ClCc1ccccc1, [K+], [K+], O. The product is Brc1ccc(OCc2ccccc2)cc1. Reaction SMILES: [Br:13][c:14]1[cH:15][cH:16][c:17]([OH:20])[cH:18][cH:19]1.[C:21](=[O:22])([O-:23])[O-:24].[CH3:1][C:2](=[O:3])[CH3:4].[Cl:5][CH2:6][c:7]1[cH:8][cH:9][cH:10][cH:11][cH:12]1.[K+:25].[K+:26].[OH2:27]>>[CH2:6]([c:7]1[cH:8][cH:9][cH:10][cH:11][cH:12]1)[O:20][c:17]1[cH:16][cH:15][c:14]([Br:13])[cH:19][cH:18]1. Run at time 30 minute. Yields the product N1N=CC=C1C1CN(CCC1)CC=1C=CC=2NC3=CC=CC=C3C2C1 (3-((3-(1H-pyrazol-5-yl)piperidin-1-yl)methyl)-9H-carbazole). Reactants: N1N=CC=C1C1CCNCC1 (4-(1H-pyrazol-5-yl)piperidine), [BH3-]C#N.[Na+] (NaBH3CN), C(C)(=O)O (acetic acid), C(C)N(C(C)C)C(C)C (N-ethyl-N-isopropylpropan-2-amine), C1=CC(=CC=2C3=CC=CC=C3NC12)C=O (9H-carbazole-3-carbaldehyde), C(=O)(O)[O-].[Na+] (NaHCO3). Reaction SMILES: [NH:1]1[C:5]([CH:6]2[CH2:11]CN[CH2:8][CH2:7]2)=[CH:4][CH:3]=[N:2]1.[CH2:12]([N:14](C(C)C)C(C)C)C.[CH:21]1[C:33]2[NH:32][C:31]3[C:26](=[CH:27][CH:28]=[CH:29][CH:30]=3)[C:25]=2[CH:24]=[C:23]([CH:34]=O)[CH:22]=1.C(O)(=O)C.[BH3-]C#N.[Na+].C([O-])(O)=O.[Na+]>CCO.O.CO.C(Cl)Cl>[NH:1]1[C:5]([CH:6]2[CH2:7][CH2:8][CH2:12][N:14]([CH2:34][C:23]3[CH:22]=[CH:21][C:33]4[NH:32][C:31]5[C:26]([C:25]=4[CH:24]=3)=[CH:27][CH:28]=[CH:29][CH:30]=5)[CH2:11]2)=[CH:4][CH:3]=[N:2]1 |f:4.5,6.7|. Run in CCO (EtOH), C(Cl)Cl (DCM), O (H2O), CO (MeOH). Procedure details: A 50-mL 3-necked round-bottomed flask was charged with a solution of 4-(1H-pyrazol-5-yl)piperidine (412 mg, 1.83 mmol, 1.50 equiv, 99%) in EtOH (10 mL). To this was added N-ethyl-N-isopropylpropan-2-amine (639 mg, 4.90 mmol, 4.00 equiv, 99%). After stirring for 30 minutes, 9H-carbazole-3-carbaldehyde (240 mg, 1.22 mmol, 1.00 equiv, 99%) was added followed by acetic acid (221 mg, 3.65 mmol, 3.00 equiv, 99%). The mixture was allowed to stir for 30 minutes at room temperature. To the mixture was th... Isolated yield 9.4%. Yields the product Oc1cc(Cl)nnc1Oc1cccc(C(F)(F)F)c1. Reactants: CS(C)=O, Clc1ccccc1Cl, Cl, Oc1cccc(C(F)(F)F)c1, [Na+], [OH-], O, Oc1cc(Cl)nnc1Cl. As a reaction SMILES: [CH3:25][S:26](=[O:27])[CH3:28].[Cl:29][c:30]1[c:31]([Cl:32])[cH:33][cH:34][cH:35][cH:36]1.[ClH:23].[F:10][C:11]([c:12]1[cH:13][c:14]([OH:18])[cH:15][cH:16][cH:17]1)([F:19])[F:20].[Na+:22].[OH-:21].[OH2:24].[OH:1][c:2]1[c:3]([Cl:9])[n:4][n:5][c:6]([Cl:8])[cH:7]1>>[OH:1][c:2]1[c:3]([O:18][c:14]2[cH:13][c:12]([C:11]([F:10])([F:19])[F:20])[cH:17][cH:16][cH:15]2)[n:4][n:5][c:6]([Cl:8])[cH:7]1. The reactants are [Br-], BrCCCC[P+](c1ccccc1)(c1ccccc1)c1ccccc1, COc1cc(C=O)cc(OC)c1OC. Yields the product COc1cc(C=CCCCBr)cc(OC)c1OC. Reaction SMILES: [Br-:15].[Br:16][CH2:17][CH2:18][CH2:19][CH2:20][P+:21]([c:22]1[cH:23][cH:24][cH:25][cH:26][cH:27]1)([c:28]1[cH:29][cH:30][cH:31][cH:32][cH:33]1)[c:34]1[cH:35][cH:36][cH:37][cH:38][cH:39]1.[CH3:1][O:2][c:3]1[cH:4][c:5]([CH:6]=[O:7])[cH:8][c:9]([O:13][CH3:14])[c:10]1[O:11][CH3:12]>>[CH3:1][O:2][c:3]1[cH:4][c:5]([CH:6]=[CH:20][CH2:19][CH2:18][CH2:17][Br:16])[cH:8][c:9]([O:13][CH3:14])[c:10]1[O:11][CH3:12]. Starting materials: N1[C@H](CO)CCC1 (L-prolinol), ON1C(=O)CCC1=O (HOSu), C1CCC(CC1)N=C=NC2CCCCC2 (DCC), C(C)(=O)NCC(=O)O (acetyl-glycin). The solvent is C1CCOC1 (THF), C1CCOC1 (THF). Reaction conditions: temperature 4 celsius, time 21 hour. The product is C(C)(=O)NCC(=O)N1[C@H](C=O)CCC1 (acetyl-glycyl-prolinal). As a reaction SMILES: [C:1]([NH:4][CH2:5][C:6](O)=[O:7])(=[O:3])[CH3:2].ON1C(=O)CCC1=O.C1CCC(N=C=NC2CCCCC2)CC1.[NH:32]1[CH2:38][CH2:37][CH2:36][C@H:33]1[CH2:34][OH:35]>C1COCC1>[C:1]([NH:4][CH2:5][C:6]([N:32]1[CH2:38][CH2:37][CH2:36][C@H:33]1[CH:34]=[O:35])=[O:7])(=[O:3])[CH3:2]. Procedure: In 150 ml of THF was dissolved 11.7 g of acetyl-glycin. To this solution were added 11.5 g of HOSu and 20.6 g of DCC, and the mixture was stirred for 21 hours at 4° C. The reaction liquid was filtered and the filtrate was evaporated under reduced pressure whereby a semi-solid substance was obtained. This substance was recrystallized from chloroform to obtain a white solid substance which was then dissolved in 350 ml of THF. To this solution was added 4.2 g of L-prolinol, and the mixture was stir... Starting materials: CC(C)OC(=O)N=NC(=O)OC(C)C, C1CCOC1, CCCCCN1C(=O)C(CO)(c2cc3c(cc2O)OCO3)c2ncccc21, c1ccc(P(c2ccccc2)c2ccccc2)cc1. Product: CCCCCN1C(=O)C2(COc3cc4c(cc32)OCO4)c2ncccc21. Reaction SMILES: [O:47]=[C:48]([O:49][CH:50]([CH3:51])[CH3:52])[N:53]=[N:54][C:55]([O:56][CH:57]([CH3:58])[CH3:59])=[O:60].[O:61]1[CH2:62][CH2:63][CH2:64][CH2:65]1.[OH:1][c:2]1[c:3]([C:11]2([CH2:26][OH:27])[C:12](=[O:25])[N:13]([CH2:20][CH2:21][CH2:22][CH2:23][CH3:24])[c:14]3[c:15]2[n:16][cH:17][cH:18][cH:19]3)[cH:4][c:5]2[c:6]([cH:10]1)[O:7][CH2:8][O:9]2.[c:28]1([P:29]([c:30]2[cH:31][cH:32][cH:33][cH:34][cH:35]2)[c:36]2[cH:37][cH:38][cH:39][cH:40][cH:41]2)[cH:42][cH:43][cH:44][cH:45][cH:46]1>>[c:2]12[c:3]([cH:4][c:5]3[c:6]([cH:10]1)[O:7][CH2:8][O:9]3)[C:11]1([C:12](=[O:25])[N:13]([CH2:20][CH2:21][CH2:22][CH2:23][CH3:24])[c:14]3[c:15]1[n:16][cH:17][cH:18][cH:19]3)[CH2:26][O:27]2.